From a dataset of the Open Reaction Database (ORD), a public repository of structured organic reaction records. describe an organic reaction: reactants, conditions, products, and yield The reactants are C(C1=CC=CC=C1)ON1C(C(=NC2=CC=C(C=C12)C(F)(F)F)Cl)=O (1-benzyloxy-3-chloro-7-trifluoromethylquinoxalin-2(1H)-one), O.NN (hydrazine hydrate). Solvent: ClCCl (dichloromethane). Run at temperature 0 celsius, time 2 hour. Yields the product C(C1=CC=CC=C1)ON1C(C(=NC2=CC=C(C=C12)C(F)(F)F)NN)=O (1-Benzyloxy-3-hydrazino-7-trifluoromethylquinoxalin-2(1H)-one). Isolated yield 85.6%. Reaction SMILES: [CH2:1]([O:8][N:9]1[C:18]2[C:13](=[CH:14][CH:15]=[C:16]([C:19]([F:22])([F:21])[F:20])[CH:17]=2)[N:12]=[C:11](Cl)[C:10]1=[O:24])[C:2]1[CH:7]=[CH:6][CH:5]=[CH:4][CH:3]=1.O.[NH2:26][NH2:27]>ClCCl>[CH2:1]([O:8][N:9]1[C:18]2[C:13](=[CH:14][CH:15]=[C:16]([C:19]([F:22])([F:21])[F:20])[CH:17]=2)[N:12]=[C:11]([NH:26][NH2:27])[C:10]1=[O:24])[C:2]1[CH:7]=[CH:6][CH:5]=[CH:4][CH:3]=1 |f:1.2|. Procedure details: A mixture of 1-benzyloxy-3-chloro-7-trifluoromethylquinoxalin-2(1H)-one (27 g, 76 mmol) and hydrazine hydrate (14.7 ml, 0.30 mol) in 250 ml of dichloromethane was stirred at 0° C. for 2 h. The precipitate was isolated by filtration, washed with dichloromethane and water and dried to give 22.8 g (76%) of the title compound. M.p. 174°-176° C. Reactants: NC1=CC2=C(N(C(N2)=O)C2CCN(CC2)CCCC(=O)C2=CC(=C(C(=C2)Br)N)Br)C=C1 (5-amino-1-{1-[4-(4-amino-3,5-dibromophenyl)-4-oxobutyl]-4-piperidinyl}-1,3-dihydro-2(2H)-benzimidazolone), Cl (hydrochloric acid), [K+].[Br-] (KBr), BrBr (Br2), [O-]C#N.[Na+] (sodium cyanate), BrBr (Br2). Solvent: C1CCOC1 (THF). Reaction conditions: time 8 hour. The product is NC(=O)NC1=CC2=C(N(C(N2)=O)C2CCN(CC2)CCCC(=O)C2=CC(=C(C(=C2)Br)N)Br)C=C1 (5-aminocarbonylamino-1-{1-[4-(4-amino-3,5-dibromophenyl)-4-oxobutyl]-4-piperidinyl}-1,3-dihydro-2(2H)-benzimidazolone). As a reaction SMILES: Cl.[O-:2][C:3]#[N:4].[Na+].[NH2:6][C:7]1[CH:36]=[CH:35][C:10]2[N:11]([CH:15]3[CH2:20][CH2:19][N:18]([CH2:21][CH2:22][CH2:23][C:24]([C:26]4[CH:31]=[C:30]([Br:32])[C:29]([NH2:33])=[C:28]([Br:34])[CH:27]=4)=[O:25])[CH2:17][CH2:16]3)[C:12](=[O:14])[NH:13][C:9]=2[CH:8]=1.[K+].[Br-].BrBr>C1COCC1>[NH2:4][C:3]([NH:6][C:7]1[CH:36]=[CH:35][C:10]2[N:11]([CH:15]3[CH2:16][CH2:17][N:18]([CH2:21][CH2:22][CH2:23][C:24]([C:26]4[CH:31]=[C:30]([Br:32])[C:29]([NH2:33])=[C:28]([Br:34])[CH:27]=4)=[O:25])[CH2:19][CH2:20]3)[C:12](=[O:14])[NH:13][C:9]=2[CH:8]=1)=[O:2] |f:1.2,4.5|. Reported procedure: 1.5 ml of 1N hydrochloric acid, followed by 47 mg (0.723 mmol) of sodium cyanate were added to a solution of 200 mg (0.363 mmol) of 5-amino-1-{1-[4-(4-amino-3,5-dibromophenyl)-4-oxobutyl]-4-piperidinyl}-1,3-dihydro-2(2H)-benzimidazolone in 5 ml of THF at a reaction temperature of 0° C. The ice bath was removed and the mixture was stirred overnight at ambient temperature. The orange-coloured solution was carefully combined with 100 ml of conc. aqueous sodium hydrogen carbonate solution and overla... Reagents/catalysts: C=1C=CC(=CC1)[P](C=2C=CC=CC2)(C=3C=CC=CC3)[Pd]([P](C=4C=CC=CC4)(C=5C=CC=CC5)C=6C=CC=CC6)([P](C=7C=CC=CC7)(C=8C=CC=CC8)C=9C=CC=CC9)[P](C=1C=CC=CC1)(C=1C=CC=CC1)C=1C=CC=CC1 (Pd(Ph3P)4). Procedure details: To a stirred mixture of flame-dried LiCl (45 mg, 1052 μmol), 7-bromoquinazoline (22 mg, 105 μmol), and Pd(Ph3P)4 (6.1 mg, 5.3 μmol), was added a solution of tert-butyl 5-(tributylstannyl)thiazol-2-ylcarbamate (77 mg, 158 μmol) in DMF (1.50 mL, 19372 μmol). The resulting mixture was stirred at 80° C. overnight. The mixture was concentrated, and the crude residue was dissolved in DCM and mixed with SiO2. The solvent was evaporated, and the residue was purified with flash column chromatography (pur... Conditions: temperature 80 celsius, time 8 hour. Yields the product N1=CN=CC2=CC=C(C=C12)C1=CN=C(S1)NC(OC(C)(C)C)=O (tert-butyl 5-(quinazolin-7-yl)thiazol-2-ylcarbamate). Starting materials: [Li+].[Cl-] (LiCl), BrC1=CC=C2C=NC=NC2=C1 (7-bromoquinazoline), C(CCC)[Sn](C1=CN=C(S1)NC(OC(C)(C)C)=O)(CCCC)CCCC (tert-butyl 5-(tributylstannyl)thiazol-2-ylcarbamate), CN(C)C=O (DMF). Reaction SMILES: [Li+].[Cl-].Br[C:4]1[CH:13]=[C:12]2[C:7]([CH:8]=[N:9][CH:10]=[N:11]2)=[CH:6][CH:5]=1.C([Sn](CCCC)(CCCC)[C:19]1[S:23][C:22]([NH:24][C:25](=[O:31])[O:26][C:27]([CH3:30])([CH3:29])[CH3:28])=[N:21][CH:20]=1)CCC.CN(C=O)C>C1C=CC([P]([Pd]([P](C2C=CC=CC=2)(C2C=CC=CC=2)C2C=CC=CC=2)([P](C2C=CC=CC=2)(C2C=CC=CC=2)C2C=CC=CC=2)[P](C2C=CC=CC=2)(C2C=CC=CC=2)C2C=CC=CC=2)(C2C=CC=CC=2)C2C=CC=CC=2)=CC=1>[N:11]1[C:12]2[C:7](=[CH:6][CH:5]=[C:4]([C:19]3[S:23][C:22]([NH:24][C:25](=[O:31])[O:26][C:27]([CH3:29])([CH3:28])[CH3:30])=[N:21][CH:20]=3)[CH:13]=2)[CH:8]=[N:9][CH:10]=1 |f:0.1,^1:48,50,69,88|. Isolated yield 46.4%.